From a dataset of the Open Reaction Database (ORD), a public repository of structured organic reaction records. describe an organic reaction: reactants, conditions, products, and yield The reactants are OC=1C=C(C=CC1)NC(=O)C1=CC(=NN1C)C (N-(3-hydroxyphenyl)-1,3-dimethyl-1H-pyrazole-5-carboxamide), ClC1=NC=C(C=C1)[N+](=O)[O-] (2-chloro-5-nitropyridine), C([O-])([O-])=O.[K+].[K+] (potassium carbonate), CN(C=O)C (N,N-dimethylformamide). The solvent is O (water). Conditions: temperature 60 celsius, time 15 hour. Product: CN1N=C(C=C1C(=O)NC1=CC(=CC=C1)OC1=NC=C(C=C1)[N+](=O)[O-])C (1,3-dimethyl-N-{3-[(5-nitropyridin-2-yl)oxy]phenyl}-1H-pyrazole-5-carboxamide). Yield: 98.3%. RXN SMILES: [OH:1][C:2]1[CH:3]=[C:4]([NH:8][C:9]([C:11]2[N:15]([CH3:16])[N:14]=[C:13]([CH3:17])[CH:12]=2)=[O:10])[CH:5]=[CH:6][CH:7]=1.Cl[C:19]1[CH:24]=[CH:23][C:22]([N+:25]([O-:27])=[O:26])=[CH:21][N:20]=1.C(=O)([O-])[O-].[K+].[K+].CN(C)C=O>O>[CH3:16][N:15]1[C:11]([C:9]([NH:8][C:4]2[CH:5]=[CH:6][CH:7]=[C:2]([O:1][C:19]3[CH:24]=[CH:23][C:22]([N+:25]([O-:27])=[O:26])=[CH:21][N:20]=3)[CH:3]=2)=[O:10])=[CH:12][C:13]([CH3:17])=[N:14]1 |f:2.3.4|. Procedure details: A mixture of N-(3-hydroxyphenyl)-1,3-dimethyl-1H-pyrazole-5-carboxamide (1.58 g, 6.83 mmol), 2-chloro-5-nitropyridine (1.03 g, 6.51 mmol), potassium carbonate (1.42 g, 10.2 mmol) and N,N-dimethylformamide (10 mL) was stirred at 60° C. for 15 hr. The reaction mixture was diluted with water and extracted with ethyl acetate. The organic layer was washed with water and saturated brine, dried over anhydrous magnesium sulfate and filtrated. The filtrate was concentrated under reduced pressure, and the... The reactants are [H-].[Na+] (sodium hydride), [H-].[Na+] (Sodium hydride), C(CO)O (ethylene glycol), ClC1=NC=CC=C1[N+](=O)[O-] (2-chloro-3-nitropyridine). The solvent is oil, oil, O (Water). Yields the product OCCOC1=NC=CC=C1[N+](=O)[O-] (2-(2-Hydroxyethoxy)-3-nitropyridine). RXN SMILES: [H-].[Na+].[CH2:3]([OH:6])[CH2:4][OH:5].Cl[C:8]1[C:13]([N+:14]([O-:16])=[O:15])=[CH:12][CH:11]=[CH:10][N:9]=1>O>[OH:5][CH2:4][CH2:3][O:6][C:8]1[C:13]([N+:14]([O-:16])=[O:15])=[CH:12][CH:11]=[CH:10][N:9]=1 |f:0.1|. Procedure: Sodium hydride in oil (60%, 131 mg) is added to ethylene glycol (6.0 ml) and 2-chloro-3-nitropyridine (430 mg) is added. The mixture is stirred for 26 hours during which time additional sodium hydride in oil (60%, 100 mg) is added. Water is added, the pH is adjusted to 9 and the solution is extracted with methylene chloride (3×50 ml). The combined organic layers are dried with saline and sodium sulfate and concentrated. Chromatography on silica gel with a methanol/chloroform gradient affords the... The reactants are CC(C[C@@H](COC=1C(=CC2=C(N(C(C3=CN=CC=C23)=O)C)C1)C=C)NC(OC(C)(C)C)=O)C ((S)-tert-butyl (4-methyl-1-((6-methyl-5-oxo-9-vinyl-5,6-dihydrobenzo[c][2,7]naphthyridin-8-yl)oxy)pentan-2-yl)carbamate), CC1=NC(=CC=C1)C (2,6-dimethylpyridine), I(=O)(=O)(=O)[O-].[Na+] (Sodium metaperiodate). The reagents and catalysts are [Os](=O)(=O)(=O)=O (osmium tetroxide). Solvent: O1CCOCC1 (1,4-dioxane), O (water). Reaction conditions: temperature 0 celsius, time 15 minute. Product: C(=O)C1=CC2=C(N(C(C3=CN=CC=C23)=O)C)C=C1OC[C@H](CC(C)C)NC(OC(C)(C)C)=O ((S)-tert-butyl (1-((9-formyl-6-methyl-5-oxo-5,6-dihydrobenzo[c][2,7]naphthyridin-8-yl)oxy)-4-methylpentan-2-yl)carbamate). The yield is 53.2%. Reaction SMILES: [CH3:1][CH:2]([CH3:33])[CH2:3][C@H:4]([NH:25][C:26](=[O:32])[O:27][C:28]([CH3:31])([CH3:30])[CH3:29])[CH2:5][O:6][C:7]1[C:8]([CH:23]=C)=[CH:9][C:10]2[C:19]3[C:14](=[CH:15][N:16]=[CH:17][CH:18]=3)[C:13](=[O:20])[N:12]([CH3:21])[C:11]=2[CH:22]=1.CC1C=CC=C(C)N=1.I([O-])(=O)(=O)=[O:43].[Na+]>O1CCOCC1.O.[Os](=O)(=O)(=O)=O>[CH:23]([C:8]1[C:7]([O:6][CH2:5][C@@H:4]([NH:25][C:26](=[O:32])[O:27][C:28]([CH3:31])([CH3:29])[CH3:30])[CH2:3][CH:2]([CH3:1])[CH3:33])=[CH:22][C:11]2[N:12]([CH3:21])[C:13](=[O:20])[C:14]3[C:19]([C:10]=2[CH:9]=1)=[CH:18][CH:17]=[N:16][CH:15]=3)=[O:43] |f:2.3|. Procedure: A mixture of (S)-tert-butyl (4-methyl-1-((6-methyl-5-oxo-9-vinyl-5,6-dihydrobenzo[c][2,7]naphthyridin-8-yl)oxy)pentan-2-yl)carbamate (300 mg, 0.664 mmol) (prepared as described in Example 46, Part A) osmium tetroxide (2.5% in 2-methyl-2-propanol) (4.17 μl, 0.013 mmol), and 2,6-dimethylpyridine (0.155 mL, 1.329 mmol) in 1,4-dioxane (5 mL) and water (2 mL), cooled to 0° C., was stirred for 15 min. Sodium metaperiodate (568 mg, 2.66 mmol) was added and the reaction was warmed to room temperature an... Starting materials: CCC(C)C(C(=O)OC(C)(C)C)N1CC(=O)N(Cc2cccc(C)n2)C1=O, ClCCl. The product is CCC(C)C(C(=O)O)N1CC(=O)N(Cc2cccc(C)n2)C1=O. Reaction SMILES: [C:1]([CH3:2])([CH3:3])([CH3:4])[O:5][C:6]([CH:7]([CH:8]([CH2:9][CH3:10])[CH3:11])[N:12]1[C:13](=[O:26])[N:14]([CH2:18][c:19]2[n:20][c:21]([CH3:25])[cH:22][cH:23][cH:24]2)[C:15](=[O:17])[CH2:16]1)=[O:27].[Cl:28][CH2:29][Cl:30]>>[O:5]=[C:6]([CH:7]([CH:8]([CH2:9][CH3:10])[CH3:11])[N:12]1[C:13](=[O:26])[N:14]([CH2:18][c:19]2[n:20][c:21]([CH3:25])[cH:22][cH:23][cH:24]2)[C:15](=[O:17])[CH2:16]1)[OH:27]. Starting materials: NN (hydrazine), Cl (hydrochloric acid), N1=CC=C(C2=CC=CC=C12)CC(=O)C1=CC(=CC=C1)C(F)(F)F (2-quinolin-4-yl-1-(3-trifluoromethyl-phenyl)-ethanone). Solvent: C(C)O (ethanol). The product is N1=CC=C(C2=CC=CC=C12)CC(C1=CC(=CC=C1)C(F)(F)F)=NN ([2-Quinolin-4-yl-1-(3-trifluoromethyl-phenyl)-ethylidene]-hydrazine). As a reaction SMILES: [N:1]1[C:10]2[C:5](=[CH:6][CH:7]=[CH:8][CH:9]=2)[C:4]([CH2:11][C:12]([C:14]2[CH:19]=[CH:18][CH:17]=[C:16]([C:20]([F:23])([F:22])[F:21])[CH:15]=2)=O)=[CH:3][CH:2]=1.[NH2:24][NH2:25].Cl>C(O)C>[N:1]1[C:10]2[C:5](=[CH:6][CH:7]=[CH:8][CH:9]=2)[C:4]([CH2:11][C:12](=[N:24][NH2:25])[C:14]2[CH:19]=[CH:18][CH:17]=[C:16]([C:20]([F:23])([F:22])[F:21])[CH:15]=2)=[CH:3][CH:2]=1. Procedure: A solution of 2-quinolin-4-yl-1-(3-trifluoromethyl-phenyl)-ethanone (1.0 g, 3.2 mmol) in ethanol (13 mL) is cooled to 0° C. and treated with hydrazine (0.6 g, 19 mmol) and concentrated hydrochloric acid (0.13 mL, 1.6 mmol). The mixture is refluxed for 2 h and concentrated in vacuo. The residue is taken up in dichloromethane and washed with saturated sodium bicarbonate (30 mL), water (2×30 mL), and brine (30 mL). The solution is dried over anhydrous sodium sulfate and filtered. The filtrate is co...